This data is from the Open Reaction Database (ORD), a public repository of structured organic reaction records. The task is: describe an organic reaction: reactants, conditions, products, and yield Starting materials: CC1=C(C#N)C(c2ccc(C#N)cc2S(=O)[O-])N(C)C(=O)N1c1cccc(C(F)(F)F)c1, COCCBr, [Na+], CN(C)C=O. The product is COCCS(=O)(=O)c1cc(C#N)ccc1C1C(C#N)=C(C)N(c2cccc(C(F)(F)F)c2)C(=O)N1C. Reaction SMILES: [C:1](#[N:2])[c:3]1[cH:4][cH:5][c:6]([CH:12]2[N:13]([CH3:32])[C:14](=[O:31])[N:15]([c:21]3[cH:22][c:23]([C:27]([F:28])([F:29])[F:30])[cH:24][cH:25][cH:26]3)[C:16]([CH3:20])=[C:17]2[C:18]#[N:19])[c:7]([S:9](=[O:10])[O-:11])[cH:8]1.[CH3:34][O:35][CH2:36][CH2:37][Br:38].[Na+:33].[O:39]=[CH:40][N:41]([CH3:42])[CH3:43]>>[C:1](#[N:2])[c:3]1[cH:4][cH:5][c:6]([CH:12]2[N:13]([CH3:32])[C:14](=[O:31])[N:15]([c:21]3[cH:22][c:23]([C:27]([F:28])([F:29])[F:30])[cH:24][cH:25][cH:26]3)[C:16]([CH3:20])=[C:17]2[C:18]#[N:19])[c:7]([S:9](=[O:10])(=[O:11])[CH2:37][CH2:36][O:35][CH3:34])[cH:8]1. Reactants: FC(=C1[C@]2(C)[C@@H](CC1)[C@@H]1C=CC=3C=C(C=CC3[C@H]1CC2)OC2OCCCC2)F (17-difluoromethylene-3-tetrahydropyranyloxy-estra-1,3,5(10),6-tetraene), C(C(=O)O)(=O)O (oxalic acid). Run in O (water), CO (methanol), O (water). Product: FC(=C1[C@]2(C)[C@@H](CC1)[C@@H]1C=CC=3C=C(C=CC3[C@H]1CC2)O)F (17-difluoromethylene-estra-1,3,5(10),6-tetraen-3-ol). Isolated yield 69.7%. As a reaction SMILES: [F:1][C:2]([F:28])=[C:3]1[CH2:8][CH2:7][C@H:6]2[C@H:9]3[C@H:18]([CH2:19][CH2:20][C@:4]12[CH3:5])[C:17]1[CH:16]=[CH:15][C:14]([O:21]C2CCCCO2)=[CH:13][C:12]=1[CH:11]=[CH:10]3.C(O)(=O)C(O)=O>CO.O>[F:1][C:2]([F:28])=[C:3]1[CH2:8][CH2:7][C@H:6]2[C@H:9]3[C@H:18]([CH2:19][CH2:20][C@:4]12[CH3:5])[C:17]1[CH:16]=[CH:15][C:14]([OH:21])=[CH:13][C:12]=1[CH:11]=[CH:10]3. Reported procedure: A suspension of 1.1 g of 17-difluoromethylene-3-tetrahydropyranyloxy-estra-1,3,5(10),6-tetraene in 25 ml of methanol and 2.5 ml of water is refluxed at a bath temperature of 100° C. with 1.1 mg of oxalic acid for 1.5 hours. Then, it is added to water, extracted with dichloromethane, washed with water, sodium bicarbonate solution as well as with saturated sodium chloride solution, dried on sodium sulfate, concentrated by evaporation in a vacuum and chromatographed on silica gel with hexane/ethyl ...